From a dataset of the Open Reaction Database (ORD), a public repository of structured organic reaction records. describe an organic reaction: reactants, conditions, products, and yield Starting materials: Cl.C1(=CC=CC=C1)C(=C1CNCCC1)C1=CC=CC=C1 (3-diphenylmethylenepiperidine hydrochloride), [H][H] (hydrogen). The reagents and catalysts are [Pd] (palladium on charcoal). Solvent: C(C)O (ethanol). Yields the product Cl.C1(=CC=CC=C1)C(C1CNCCC1)C1=CC=CC=C1 (3-Diphenylmethylpiperidine Hydrochloride). The yield is 99.3%. As a reaction SMILES: [ClH:1].[C:2]1([C:8]([C:15]2[CH:20]=[CH:19][CH:18]=[CH:17][CH:16]=2)=[C:9]2[CH2:14][CH2:13][CH2:12][NH:11][CH2:10]2)[CH:7]=[CH:6][CH:5]=[CH:4][CH:3]=1.[H][H]>C(O)C.[Pd]>[ClH:1].[C:2]1([CH:8]([C:15]2[CH:20]=[CH:19][CH:18]=[CH:17][CH:16]=2)[CH:9]2[CH2:14][CH2:13][CH2:12][NH:11][CH2:10]2)[CH:3]=[CH:4][CH:5]=[CH:6][CH:7]=1 |f:0.1,5.6|. Procedure details: A solution of 3-diphenylmethylenepiperidine hydrochloride (200 mg, 0.7 mmol) in ethanol (40 ml) was stirred under one atmosphere of hydrogen at 40° C. in the presence of 10% palladium on charcoal (20 mg) for 24 hours and filtered. The filtrate was concentrated to give the title compound (200 mg) as a pale brown gum which was characterised by its 1H-NMR spectrum. Reaction conditions: temperature -78 celsius, time 1 hour. As a reaction SMILES: CCN(S(F)(F)[F:7])CC.[CH3:10][O:11][C:12]([CH:14]1[CH2:18][C:17]([CH2:20][CH:21]=[CH2:22])(O)[CH2:16][N:15]1[C:23]([O:25][C:26]([CH3:29])([CH3:28])[CH3:27])=[O:24])=[O:13]>C(Cl)Cl>[CH3:10][O:11][C:12]([CH:14]1[CH2:18][C:17]([CH2:20][CH:21]=[CH2:22])([F:7])[CH2:16][N:15]1[C:23]([O:25][C:26]([CH3:29])([CH3:28])[CH3:27])=[O:24])=[O:13]. Product: COC(=O)C1N(CC(C1)(F)CC=C)C(=O)OC(C)(C)C (4-allyl-4-fluoro-pyrrolidine-1,2-dicarboxylic acid 1-tert-butyl ester 2-methyl ester). Starting materials: CCN(CC)S(F)(F)F (DAST), COC(=O)C1N(CC(C1)(O)CC=C)C(=O)OC(C)(C)C (4-allyl-4-hydroxy-pyrrolidine-1,2-dicarboxylic acid 1-tert-butyl ester 2-methyl ester). Reported procedure: To a stirred solution of DAST (1.06 g, 6.58 mmol) in DCM (10 mL) at −78° C., 4-allyl-4-hydroxy-pyrrolidine-1,2-dicarboxylic acid 1-tert-butyl ester 2-methyl ester (940 mg, 3.3 mmol) in dry DCM (10 mL) was added slowly. The mixture was then stirred at −78° C. for 1 h, then at −10° C. for an additional 1 h. DCM (50 mL) was added, quenched with NH4Cl (10%, 150 mL) and the organic layer was separated, dried over sodium sulfate and evaporated to dryness. The residue obtained on removal of solvent was... Isolated yield 34.8%. The solvent is C(Cl)Cl (DCM), C(Cl)Cl (DCM), C(Cl)Cl (DCM). Solvent: CCOCC (ether). Product: C(C)OC(C1=CC(=C(C=C1)N)[N+](=O)[O-])=O (4-Amino-3-nitrobenzoic acid ethyl ester). RXN SMILES: [NH2:1][C:2]1[CH:10]=[CH:9][C:5]([C:6]([OH:8])=[O:7])=[CH:4][C:3]=1[N+:11]([O-:13])=[O:12].Cl.[CH2:15](O)[CH3:16]>CCOCC>[CH2:15]([O:7][C:6](=[O:8])[C:5]1[CH:9]=[CH:10][C:2]([NH2:1])=[C:3]([N+:11]([O-:13])=[O:12])[CH:4]=1)[CH3:16]. Starting materials: solution, Cl (HCl), NC1=C(C=C(C(=O)O)C=C1)[N+](=O)[O-] (4-Amino-3-nitrobenzoic acid), C(C)O (ethanol). Reported procedure: 4-Amino-3-nitrobenzoic acid (5.0 g, 27.4 mmol) was dissolved in ethanol (100 mL) and treated with a 2N solution of HCl in ether (30 mL). The reaction mixture was refluxed for 16 h, then the solvent was removed in vacuo. The crude compound was dissolved in dichloromethane and washed with NaOH 0.5N. The organic phase was dried over sodium sulfate and the solvent was removed. 4-Amino-3-nitrobenzoic acid ethyl ester was thus obtained as a yellow solid, 4.6 g, (79%), MS (ISP): m/e=211.1 (M+H+.), and ... The reactants are BrC(C)Br (dibromoethane), C1CO1.O1CCCC1 (ethylene oxide tetrahydrofuran), [Mg] (Magnesium), O1C(CCCC1)OCCC1=CC=C(C=C1)Br (4-(2-(tetrahydropyran-2-yloxy)ethyl)bromobenzene). Solvent: O1CCCC1 (tetrahydrofuran), O (water). Conditions: time 1 hour. The product is O1C(CCCC1)OCCC1=CC=C(CCO)C=C1 (4-(2-(tetrahydropyran-2-yloxy)ethyl)phenethyl alcohol). The yield is 48.8%. RXN SMILES: [Mg].[O:2]1[CH2:7][CH2:6][CH2:5][CH2:4][CH:3]1[O:8][CH2:9][CH2:10][C:11]1[CH:16]=[CH:15][C:14](Br)=[CH:13][CH:12]=1.BrC(Br)C.[CH2:22]1[O:24][CH2:23]1.O1CCCC1>O1CCCC1.O>[O:2]1[CH2:7][CH2:6][CH2:5][CH2:4][CH:3]1[O:8][CH2:9][CH2:10][C:11]1[CH:16]=[CH:15][C:14]([CH2:22][CH2:23][OH:24])=[CH:13][CH:12]=1 |f:3.4|. Procedure details: Magnesium (1.31 g, 53.90 mmol) was added to a solution of 4-(2-(tetrahydropyran-2-yloxy)ethyl)bromobenzene (14.00 g, 49.09 mmol) in tetrahydrofuran (20 ml). Then dibromoethane (0.1 ml) was added under an atmosphere of nitrogen gas, and the mixture was stirred under room temperature for 1 hour. After cooling to ice-cooling temperature, 2M-ethylene oxide/tetrahydrofuran solution (49.09 ml, 98.18 mmol) was added, and the mixture was stirred at room temperature for 2 hours. Then, water (40 ml) was a... Reactants: O=C([O-])[O-], C1CCOC1, CI, CC1NOc2c1c(Cl)cc(F)c2-n1c(=O)cc(C(F)(F)F)[nH]c1=O, [K+], [K+], O. Product: CC1NOc2c1c(Cl)cc(F)c2-n1c(=O)cc(C(F)(F)F)n(C)c1=O. As a reaction SMILES: [C:27](=[O:28])([O-:29])[O-:30].[CH2:33]1[O:34][CH2:35][CH2:36][CH2:37]1.[CH3:25][I:26].[Cl:1][c:2]1[cH:3][c:4]([F:24])[c:5](-[n:12]2[c:13](=[O:23])[nH:14][c:15]([C:19]([F:20])([F:21])[F:22])[cH:16][c:17]2=[O:18])[c:6]2[c:7]1[CH:8]([CH3:11])[NH:9][O:10]2.[K+:31].[K+:32].[OH2:38]>>[Cl:1][c:2]1[cH:3][c:4]([F:24])[c:5](-[n:12]2[c:13](=[O:23])[n:14]([CH3:27])[c:15]([C:19]([F:20])([F:21])[F:22])[cH:16][c:17]2=[O:18])[c:6]2[c:7]1[CH:8]([CH3:11])[NH:9][O:10]2. Reactants: CC1=C(C=CC=C1)OCC1=CC=C(C=C1)C(F)(F)F (2-Methyl-1-(4-trifluoromethylbenzyloxy)benzene), FC(C(=O)OI(OC(C(F)(F)F)=O)C1=CC=CC=C1)(F)F ([bis(trifluoroacetoxy)iodo]benzene), C(C)OC(COC1=C(C=C(C=C1)S)CCC)=O (4-Mercapto-2-propylphenoxy-acetic acid ethyl ester). Run in FC(C(C(F)(F)F)O)(F)F (1,1,1,3,3,3-hexafluoro-2-propanol). Conditions: time 15 minute. Product: C(C)OC(COC1=C(C=C(C=C1)SC1=CC(=C(C=C1)OCC1=CC=C(C=C1)C(F)(F)F)C)CCC)=O (4-[[3-Methyl-4-(4-trifluoromethylbenzyloxy)phenyl]sulfanyl]-2-propylphenoxy-acetic acid ethyl ester). Yield: 59.9%. Reaction SMILES: [CH2:1]([O:3][C:4](=[O:17])[CH2:5][O:6][C:7]1[CH:12]=[CH:11][C:10]([SH:13])=[CH:9][C:8]=1[CH2:14][CH2:15][CH3:16])[CH3:2].[CH3:18][C:19]1[CH:24]=[CH:23][CH:22]=[CH:21][C:20]=1[O:25][CH2:26][C:27]1[CH:32]=[CH:31][C:30]([C:33]([F:36])([F:35])[F:34])=[CH:29][CH:28]=1.FC(F)(F)C(OI(C1C=CC=CC=1)OC(=O)C(F)(F)F)=O>FC(F)(F)C(O)C(F)(F)F>[CH2:1]([O:3][C:4](=[O:17])[CH2:5][O:6][C:7]1[CH:12]=[CH:11][C:10]([S:13][C:23]2[CH:22]=[CH:21][C:20]([O:25][CH2:26][C:27]3[CH:32]=[CH:31][C:30]([C:33]([F:34])([F:36])[F:35])=[CH:29][CH:28]=3)=[C:19]([CH3:18])[CH:24]=2)=[CH:9][C:8]=1[CH2:14][CH2:15][CH3:16])[CH3:2]. Procedure details: Compound 4.4 (5.0 g, 19.66 mmol) was dissolved in 1,1,1,3,3,3-hexafluoro-2-propanol (30 mL) under argon atmosphere. To the solution was added compound 4.1 (5.23 g, 19.66 mmol) and [bis(trifluoroacetoxy)iodo]benzene (10.14 g, 23.59 mmol) slowly, while maintaining the reaction temperature between 10° C. and 17° C. After stirring for 15 min, the reaction mixture was concentrated in vacuo to give a residue which was purified using silica gel column chromatography (hexane/EtOAc=20/1) to give 4.5 (6.1... Starting materials: CC1(C2=C(C(=CC=C2)P(C3=CC=CC=C3)C4=CC=CC=C4)OC5=C(C=CC=C51)P(C6=CC=CC=C6)C7=CC=CC=C7)C (Xantphos), ClC1=NC(=NC2=CC=C(C=C12)C1=CC(=CC=C1)OC)C=1C=NC=CC1 (4-chloro-6-(3-methoxyphenyl)-2-(pyridin-3-yl)quinazoline), ClC=1C=C(C=CC1Cl)C1CC(NC1)=O (4-(3,4-dichlorophenyl)pyrrolidin-2-one), C(=O)([O-])[O-].[Cs+].[Cs+] (Cs2CO3). Reagents/catalysts: CC(=O)[O-].CC(=O)[O-].[Pd+2] (Pd(OAc)2). Solvent: C1(=CC=CC=C1)C (toluene). Conditions: temperature 100 celsius, time 12 hour. Yields the product ClC=1C=C(C=CC1Cl)C1CC(N(C1)C1=NC(=NC2=CC=C(C=C12)C1=CC(=CC=C1)OC)C=1C=NC=CC1)=O (4-(3,4-dichlorophenyl)-1-(6-(3-methoxyphenyl)-2-(pyridin-3-yl)quinazolin-4-yl)pyrrolidin-2-one). As a reaction SMILES: Cl[C:2]1[C:11]2[C:6](=[CH:7][CH:8]=[C:9]([C:12]3[CH:17]=[CH:16][CH:15]=[C:14]([O:18][CH3:19])[CH:13]=3)[CH:10]=2)[N:5]=[C:4]([C:20]2[CH:21]=[N:22][CH:23]=[CH:24][CH:25]=2)[N:3]=1.[Cl:26][C:27]1[CH:28]=[C:29]([CH:34]2[CH2:38][NH:37][C:36](=[O:39])[CH2:35]2)[CH:30]=[CH:31][C:32]=1[Cl:33].C([O-])([O-])=O.[Cs+].[Cs+].CC1(C)C2C(=C(P(C3C=CC=CC=3)C3C=CC=CC=3)C=CC=2)OC2C(P(C3C=CC=CC=3)C3C=CC=CC=3)=CC=CC1=2>C1(C)C=CC=CC=1.CC([O-])=O.CC([O-])=O.[Pd+2]>[Cl:26][C:27]1[CH:28]=[C:29]([CH:34]2[CH2:38][N:37]([C:2]3[C:11]4[C:6](=[CH:7][CH:8]=[C:9]([C:12]5[CH:17]=[CH:16][CH:15]=[C:14]([O:18][CH3:19])[CH:13]=5)[CH:10]=4)[N:5]=[C:4]([C:20]4[CH:21]=[N:22][CH:23]=[CH:24][CH:25]=4)[N:3]=3)[C:36](=[O:39])[CH2:35]2)[CH:30]=[CH:31][C:32]=1[Cl:33] |f:2.3.4,7.8.9|. Procedure details: To a mixture of 4-chloro-6-(3-methoxyphenyl)-2-(pyridin-3-yl)quinazoline (40 mg, 0.12 mmol), 4-(3,4-dichlorophenyl)pyrrolidin-2-one (100 mg, 0.437 mmol) and Cs2CO3 (42 mg, 0.127 mmol) in dry toluene (6 mL) was added Pd(OAc)2 (3 mg, 0.01 mmol) and Xantphos (10 mg, 0.02 mmol) under a nitrogen atmosphere. The resulting mixture was stirred at 100° C. for 12 h. After cooling, the mixture was filtered through a pad of celite. The residue was purified by silica gel chromatography, eluted with petroleum... The reactants are C(C)(C)N1N=C(N=C1C=1N=C2N(CCOC3=C2C=CC(=C3)C(=O)OC)C1)C (methyl 2-(2-isopropyl-5-methyl-1,2,4-triazol-3-yl)-5,6-dihydroimidazo[1,2-d][1,4]benzoxazepine-9-carboxylate), [OH-].[Li+] (Lithium Hydroxide). The solvent is O (water), O1CCCC1 (Tetrahydrofurane). Run at time 1 hour. Yields the product C(C)(C)N1N=C(N=C1C=1N=C2N(CCOC3=C2C=CC(=C3)C(=O)O)C1)C (2-(1-isopropyl-3-methyl-1H-1,2,4-triazol-5-yl)-5,6-dihydrobenzo[f]imidazo[1,2-d][1,4]oxazepine-9-carboxylic acid). As a reaction SMILES: [CH:1]([N:4]1[C:8]([C:9]2[N:10]=[C:11]3[C:17]4[CH:18]=[CH:19][C:20]([C:22]([O:24]C)=[O:23])=[CH:21][C:16]=4[O:15][CH2:14][CH2:13][N:12]3[CH:26]=2)=[N:7][C:6]([CH3:27])=[N:5]1)([CH3:3])[CH3:2].[OH-].[Li+]>O1CCCC1.O>[CH:1]([N:4]1[C:8]([C:9]2[N:10]=[C:11]3[C:17]4[CH:18]=[CH:19][C:20]([C:22]([OH:24])=[O:23])=[CH:21][C:16]=4[O:15][CH2:14][CH2:13][N:12]3[CH:26]=2)=[N:7][C:6]([CH3:27])=[N:5]1)([CH3:3])[CH3:2] |f:1.2|. Procedure: To a solution of methyl 2-(2-isopropyl-5-methyl-1,2,4-triazol-3-yl)-5,6-dihydroimidazo[1,2-d][1,4]benzoxazepine-9-carboxylate; (4.50 g, 12.2 mmol) in Tetrahydrofurane; (100 mL) was added a slurry of Lithium Hydroxide (880 mg, 36.7 mmol) in water (20 mL). The reaction mixture was stirred at room temperature for 1 hour. LC-MS analysis of the reaction mixture showed no more starting material. The solvent was removed and the residue was used in the next step without further purification.